Task: describe an organic reaction: reactants, conditions, products, and yield. Dataset: the Open Reaction Database (ORD), a public repository of structured organic reaction records The reactants are O=S(=O)(OS(=O)(=O)C(F)(F)F)C(F)(F)F, COC(=O)c1cc(-c2ccccc2)[nH]c(=O)c1, c1ccncc1. The product is COC(=O)c1cc(OS(=O)(=O)C(F)(F)F)nc(-c2ccccc2)c1. As a reaction SMILES: [F:1][C:2]([S:3](=[O:4])(=[O:5])[O:6][S:7]([C:8]([F:9])([F:10])[F:11])(=[O:12])=[O:13])([F:14])[F:15].[O:16]=[c:17]1[nH:18][c:19](-[c:27]2[cH:28][cH:29][cH:30][cH:31][cH:32]2)[cH:20][c:21]([C:23](=[O:24])[O:25][CH3:26])[cH:22]1.[cH:33]1[cH:34][cH:35][n:36][cH:37][cH:38]1>>[F:1][C:2]([S:3](=[O:4])(=[O:5])[O:6][c:17]1[n:18][c:19](-[c:27]2[cH:28][cH:29][cH:30][cH:31][cH:32]2)[cH:20][c:21]([C:23](=[O:24])[O:25][CH3:26])[cH:22]1)([F:14])[F:15]. Starting materials: C(C)OC1=CC=C(N)C=C1 (4-ethoxyaniline), C(C)OC=C(C(=O)OCC)C(=O)OCC (diethyl 2-(ethoxymethylene)malonate). The product is C(C)OC=1C=C2C(=C(C=NC2=CC1)C(=O)OCC)O (ethyl 6-ethoxy-4-hydroxyquinoline-3-carboxylate). As a reaction SMILES: [CH2:1]([O:3][C:4]1[CH:10]=[CH:9][C:7]([NH2:8])=[CH:6][CH:5]=1)[CH3:2].C([O:13][CH:14]=[C:15]([C:21](OCC)=O)[C:16]([O:18][CH2:19][CH3:20])=[O:17])C>>[CH2:1]([O:3][C:4]1[CH:10]=[C:9]2[C:7](=[CH:6][CH:5]=1)[N:8]=[CH:21][C:15]([C:16]([O:18][CH2:19][CH3:20])=[O:17])=[C:14]2[OH:13])[CH3:2]. Procedure details: Prepared as in Example 1c from 4-ethoxyaniline and diethyl 2-(ethoxymethylene)malonate as a white solid (26%). 1H NMR (400 MHz, DMSO-d6) δ 1.24-1.37 (m, 6H), 4.09 (q, J=6.8 Hz, 2H), 4.19 (q, J=7.2 Hz, 2H), 7.29-7.32 (m, 1H), 7.52-7.56 (m, 2H), 8.47 (s, 1H), 12.27 (s, 1H). MS 262 (MH+).